Dataset: the Open Reaction Database (ORD), a public repository of structured organic reaction records. Task: describe an organic reaction: reactants, conditions, products, and yield Reactants: [N+](=O)([O-])C=1C=C(C2=CC=CC=C2C1)C(=O)Cl (3-nitro-1-naphthoyl chloride), ClC=1C=C(C=CC1Cl)[C@@H](CNC)CCO ((S)-2-(3,4-dichlorophenyl)-4-hydroxybutyl-N-methylamine). As a reaction SMILES: [N+:1]([C:4]1[CH:5]=[C:6]([C:14](Cl)=[O:15])[C:7]2[C:12]([CH:13]=1)=[CH:11][CH:10]=[CH:9][CH:8]=2)([O-:3])=[O:2].[Cl:17][C:18]1[CH:19]=[C:20]([C@H:25]([CH2:29][CH2:30][OH:31])[CH2:26][NH:27][CH3:28])[CH:21]=[CH:22][C:23]=1[Cl:24]>>[Cl:17][C:18]1[CH:19]=[C:20]([C@H:25]([CH2:29][CH2:30][OH:31])[CH2:26][N:27]([CH3:28])[C:14]([C:6]2[C:7]3[C:12](=[CH:11][CH:10]=[CH:9][CH:8]=3)[CH:13]=[C:4]([N+:1]([O-:3])=[O:2])[CH:5]=2)=[O:15])[CH:21]=[CH:22][C:23]=1[Cl:24]. Yields the product ClC=1C=C(C=CC1Cl)[C@@H](CN(C(=O)C1=CC(=CC2=CC=CC=C12)[N+](=O)[O-])C)CCO (N-[(S)-2-(3,4-dichlorophenyl)-4-hydroxybutyl]-N-methyl-3-nitro-1-naphthamide). Procedure details: By the method of Example 3f, 3-nitro-1-naphthoyl chloride was reacted with (S)-2-(3,4-dichlorophenyl)-4-hydroxybutyl-N-methylamine to give N-[(S)-2-(3,4-dichlorophenyl)-4-hydroxybutyl]-N-methyl-3-nitro-1-naphthamide. This was reacted by the method of Example 3g to give the title compound: 1H NMR (300 MHz, CDCl3) δ 9.65 (s), 9.44 (s), 9.07-9.02 (m), 8.38-6.04 (m), 4.44-1.18 (m); MS APCI, m/z=445 (M+). The reactants are [F-].C(CCC)[N+](CCCC)(CCCC)CCCC (tetrabutylammonium fluoride), [Si](C)(C)(C(C)(C)C)OCC=1C=C(OCC=2C=C(C=CC2)C(CCCC(C)(O)C)C)C=CC1CO[Si](C)(C)C(C)(C)C (6-{3-[3,4-bis-(tert-butyldimethylsilanyloxymethyl)phenoxymethyl]phenyl}-2-methylheptan-2-ol). Solvent: C1CCOC1 (THF). Product: OCC=1C=C(OCC=2C=C(C=CC2)C(CCCC(C)(O)C)C)C=CC1CO (6-[3-(3,4-bis-Hydroxymethylphenoxymethyl)phenyl]-2-methylheptan-2-ol). As a reaction SMILES: [F-].C([N+](CCCC)(CCCC)CCCC)CCC.[Si]([O:26][CH2:27][C:28]1[CH:29]=[C:30]([CH:48]=[CH:49][C:50]=1[CH2:51][O:52][Si](C(C)(C)C)(C)C)[O:31][CH2:32][C:33]1[CH:34]=[C:35]([CH:39]([CH3:47])[CH2:40][CH2:41][CH2:42][C:43]([CH3:46])([OH:45])[CH3:44])[CH:36]=[CH:37][CH:38]=1)(C(C)(C)C)(C)C>C1COCC1>[OH:26][CH2:27][C:28]1[CH:29]=[C:30]([CH:48]=[CH:49][C:50]=1[CH2:51][OH:52])[O:31][CH2:32][C:33]1[CH:34]=[C:35]([CH:39]([CH3:47])[CH2:40][CH2:41][CH2:42][C:43]([CH3:44])([OH:45])[CH3:46])[CH:36]=[CH:37][CH:38]=1 |f:0.1|. Procedure: In a manner similar to Example 3(i), by reacting 1.25 ml of tetrabutylammonium fluoride with 250 mg (0.41 mmol) of 6-{3-[3,4-bis-(tert-butyldimethylsilanyloxymethyl)phenoxymethyl]phenyl}-2-methylheptan-2-ol in 7 ml of THF, after purification on a silica column (ethyl acetate 30-heptane 70), a colourless oil (m=130 mg; Y=85%) is obtained. Reactants: ClC=1C=C(C(=C(N)C1)F)C(F)(F)F (5-chloro-2-fluoro-3-trifluoromethylaniline), FC1=C(C(=O)N=C=O)C(=CC=C1)F (2,6-difluorobenzoylisocyanate). Yields the product ClC=1C=C(C(=C(C1)NC(=O)NC(C1=C(C=CC=C1F)F)=O)F)C(F)(F)F (1-(5-chloro-2-fluoro-3-trifluoromethylphenyl)-3-(2,6-difluorobenzoyl) urea). Yield: 69.2%. RXN SMILES: [Cl:1][C:2]1[CH:3]=[C:4]([C:10]([F:13])([F:12])[F:11])[C:5]([F:9])=[C:6]([CH:8]=1)[NH2:7].[F:14][C:15]1[CH:25]=[CH:24][CH:23]=[C:22]([F:26])[C:16]=1[C:17]([N:19]=[C:20]=[O:21])=[O:18]>>[Cl:1][C:2]1[CH:3]=[C:4]([C:10]([F:13])([F:11])[F:12])[C:5]([F:9])=[C:6]([NH:7][C:20]([NH:19][C:17](=[O:18])[C:16]2[C:22]([F:26])=[CH:23][CH:24]=[CH:25][C:15]=2[F:14])=[O:21])[CH:8]=1. Procedure details: The product was prepared from 5-chloro-2-fluoro-3-trifluoromethylaniline (0.5 g) and 2,6-difluorobenzoylisocyanate (0.4 g) by operating according to the process of Example 1 to obtain the product 0.6 g. (m.p. 187°-189° C.) Starting materials: [BH4-], C1CCOC1, CC(C)COC(=O)Cl, Cc1nc(-c2cc(=O)oc3cc(C(=O)O)ccc23)cs1, [Na+], O. Product: Cc1nc(-c2cc(=O)oc3cc(CO)ccc23)cs1. Reaction SMILES: [BH4-:34].[CH2:21]1[O:22][CH2:23][CH2:24][CH2:25]1.[CH2:26]([O:27][C:28]([Cl:29])=[O:30])[CH:31]([CH3:32])[CH3:33].[CH3:1][c:2]1[s:3][cH:4][c:5](-[c:7]2[cH:8][c:9](=[O:20])[o:10][c:11]3[cH:12][c:13]([C:17](=[O:18])[OH:19])[cH:14][cH:15][c:16]23)[n:6]1.[Na+:35].[OH2:36]>>[CH3:1][c:2]1[s:3][cH:4][c:5](-[c:7]2[cH:8][c:9](=[O:20])[o:10][c:11]3[cH:12][c:13]([CH2:17][OH:18])[cH:14][cH:15][c:16]23)[n:6]1.